This data is from the Open Reaction Database (ORD), a public repository of structured organic reaction records. The task is: describe an organic reaction: reactants, conditions, products, and yield Starting materials: C1(=CC=CC=C1)C(CCCO)C1=CC=CC=C1 (4,4-diphenyl-1-butanol), CS(=O)(=O)Cl (methanesulfonyl chloride), O (water). The solvent is ClC(C)Cl (dichloroethane), C(C)N(CC)CC (triethylamine). Conditions: time 30 minute. Product: CS(=O)(=O)OCCCC(C1=CC=CC=C1)C1=CC=CC=C1 (4,4-Diphenylbutyl methanesulfonate). The yield is 99.0%. As a reaction SMILES: [C:1]1([CH:7]([C:12]2[CH:17]=[CH:16][CH:15]=[CH:14][CH:13]=2)[CH2:8][CH2:9][CH2:10][OH:11])[CH:6]=[CH:5][CH:4]=[CH:3][CH:2]=1.O.[CH3:19][S:20](Cl)(=[O:22])=[O:21]>ClC(Cl)C.C(N(CC)CC)C>[CH3:19][S:20]([O:11][CH2:10][CH2:9][CH2:8][CH:7]([C:1]1[CH:2]=[CH:3][CH:4]=[CH:5][CH:6]=1)[C:12]1[CH:13]=[CH:14][CH:15]=[CH:16][CH:17]=1)(=[O:22])=[O:21]. Procedure: To an iced-cooled solution of 4,4-diphenyl-1-butanol (5.6 g) in dichloroethane (100 mL), 11 mL of triethylamine and 2.9 mL of methanesulfonyl chloride were added dropwise in the order mentioned. After 30 minutes of stirring, the reaction mixture was poured into water and extracted with ethyl acetate. The extract was washed with saturated aqueous NaCl, dried over MgSO4, and concentrated to provide 7.5 g of the title compound. Yield 99%. The reactants are S1C(NC(C1)=O)=O (2,4-thiazolidinedione), C(CCCCCCCCCCCCCCC)=O (palmitaldehyde). Yields the product C(/CCCCCCCCCCCCCCC)=C/1\C(NC(S1)=O)=O ((Z)-5-hexadecylidenethiazolidine-2,4-dione). RXN SMILES: [S:1]1[CH2:5][C:4](=[O:6])[NH:3][C:2]1=[O:7].[CH:8](=O)[CH2:9][CH2:10][CH2:11][CH2:12][CH2:13][CH2:14][CH2:15][CH2:16][CH2:17][CH2:18][CH2:19][CH2:20][CH2:21][CH2:22][CH3:23]>>[CH:23](=[C:5]1/[C:4](=[O:6])[NH:3][C:2](=[O:7])[S:1]/1)\[CH2:22][CH2:21][CH2:20][CH2:19][CH2:18][CH2:17][CH2:16][CH2:15][CH2:14][CH2:13][CH2:12][CH2:11][CH2:10][CH2:9][CH3:8]. Reported procedure: TZD16 was prepared according to General Procedure A presented hereinabove using 2,4-thiazolidinedione and palmitaldehyde as reactants. Reactants: C(C)OC1=C(C=CC=C1)N1CCN(CC1)CCC=CC=1C=C2CCC(NC2=CC1)=O (6-{4-[4-(2-ethoxyphenyl)-1-piperazinyl]-1-butenyl}-3,4-dihydrocarbostyril), C(#N)C1=C(C(=O)C(=C(C1=O)Cl)Cl)C#N (DDQ). Solvent: C1=CC=CC=C1 (benzene). The product is C(C)OC1=C(C=CC=C1)N1CCN(CC1)CCC=CC=1C=C2C=CC(NC2=CC1)=O (6-{4-[4-(2-ethoxyphenyl)-1-piperazinyl]-1-butenyl}carbostyril). RXN SMILES: [CH2:1]([O:3][C:4]1[CH:9]=[CH:8][CH:7]=[CH:6][C:5]=1[N:10]1[CH2:15][CH2:14][N:13]([CH2:16][CH2:17][CH:18]=[CH:19][C:20]2[CH:21]=[C:22]3[C:27](=[CH:28][CH:29]=2)[NH:26][C:25](=[O:30])[CH2:24][CH2:23]3)[CH2:12][CH2:11]1)[CH3:2].C(C1C(=O)C(Cl)=C(Cl)C(=O)C=1C#N)#N>C1C=CC=CC=1>[CH2:1]([O:3][C:4]1[CH:9]=[CH:8][CH:7]=[CH:6][C:5]=1[N:10]1[CH2:15][CH2:14][N:13]([CH2:16][CH2:17][CH:18]=[CH:19][C:20]2[CH:21]=[C:22]3[C:27](=[CH:28][CH:29]=2)[NH:26][C:25](=[O:30])[CH:24]=[CH:23]3)[CH2:12][CH2:11]1)[CH3:2]. Procedure: 2.0 Grams of 6-{4-[4-(2-ethoxyphenyl)-1-piperazinyl]-1-butenyl}-3,4-dihydrocarbostyril and 3.5 g of DDQ were mixed in 20 ml of benzene and the mixture was refluxed by heating for 5 hours. The reaction mixture was then concentrated under a reduced pressure and the residue thus obtained was extracted with chloroform. The chloroform layer was washed with 5%-NaHCO3 aqueous solution three times then washed with water twice and dried. Chloroform was removed by distillation and the residue obtained was... Reactants: [OH-].[Na+] (sodium hydroxide), compound, Cl.C(N)(=N)C=1C=CC2=C(C=C(O2)C(=O)OCC)C1 (ethyl 5-amidino-2-benzofurancarboxylate hydrochloride), C(OC)(=O)Cl (methyl chlorocarbonate), [OH-].[Na+] (sodium hydroxide), Cl (Hydrochloric acid). The solvent is O (water), O1CCCC1 (Tetrahydrofuran), C(Cl)Cl (Methylene chloride), C(Cl)Cl (Methylene chloride). Run at time 10 minute. Yields the product COC(=O)NC(=N)C=1C=CC2=C(C=C(O2)C(=O)O)C1 (5-(methoxycarbonylamidino)-2-benzofurancarboxylic acid). Isolated yield 187.6%. As a reaction SMILES: Cl.[C:2]([C:5]1[CH:6]=[CH:7][C:8]2[O:12][C:11]([C:13]([O:15]CC)=[O:14])=[CH:10][C:9]=2[CH:18]=1)(=[NH:4])[NH2:3].[C:19](Cl)(=[O:22])[O:20][CH3:21].[OH-].[Na+].Cl>O.O1CCCC1.C(Cl)Cl>[CH3:21][O:20][C:19]([NH:3][C:2]([C:5]1[CH:6]=[CH:7][C:8]2[O:12][C:11]([C:13]([OH:15])=[O:14])=[CH:10][C:9]=2[CH:18]=1)=[NH:4])=[O:22] |f:0.1,3.4|. Procedure: Methylene chloride (2 ml) was added to ethyl 5-amidino-2-benzofurancarboxylate hydrochloride (100 mg, 0.372 mmol), and methyl chlorocarbonate (30 μl, 0.391 mmol) and then, a 0.2N aqueous sodium hydroxide solution (0.391 ml, 0.782 mmol) was added at room temperature, which was followed by vigorous stirring for 10 minutes. Methylene chloride (15 ml) was added to the reaction mixture. The mixture was washed with water and dried over anhydrous magnesium sulfate. After filtration, low boiling matters... Reactants: CC(C)(C)OC(=O)N1CC2(CC(C#Cc3cccc(C#N)c3)=NO2)C1, C(#Cc1ccccc1)C1=NOC2(CCNCC2)C1. Product: N#Cc1cccc(C#CC2=NOC3(CNC3)C2)c1. RXN SMILES: [C:19](#[N:20])[c:21]1[cH:22][c:23]([C:27]#[C:28][C:29]2=[N:30][O:31][C:32]3([CH2:33][N:34]([C:36]([O:37][C:38]([CH3:39])([CH3:40])[CH3:41])=[O:42])[CH2:35]3)[CH2:43]2)[cH:24][cH:25][cH:26]1.[c:1]1([C:2]#[C:3][C:4]2=[N:13][O:12][C:6]3([CH2:5]2)[CH2:7][CH2:8][NH:9][CH2:10][CH2:11]3)[cH:14][cH:15][cH:16][cH:17][cH:18]1>>[C:19](#[N:20])[c:21]1[cH:22][c:23]([C:27]#[C:28][C:29]2=[N:30][O:31][C:32]3([CH2:33][NH:34][CH2:35]3)[CH2:43]2)[cH:24][cH:25][cH:26]1. Reactants: O=C(Cl)c1cccc(Br)n1, CN, C1CCOC1. Product: CNC(=O)c1cccc(Br)n1. As a reaction SMILES: [Br:1][c:2]1[cH:3][cH:4][cH:5][c:6]([C:8](=[O:9])[Cl:10])[n:7]1.[CH3:11][NH2:12].[O:13]1[CH2:14][CH2:15][CH2:16][CH2:17]1>>[Br:1][c:2]1[cH:3][cH:4][cH:5][c:6]([C:8](=[O:9])[NH:12][CH3:11])[n:7]1. The reactants are Oc1ccc(Br)cc1, O=C([O-])[O-], COCCCl, [I-], [K+], [K+], [Na+], CN(C)C=O, O. Product: COCCOc1ccc(Br)cc1. RXN SMILES: [Br:1][c:2]1[cH:3][cH:4][c:5]([OH:8])[cH:6][cH:7]1.[C:11](=[O:12])([O-:13])[O-:14].[Cl:17][CH2:18][CH2:19][O:20][CH3:21].[I-:10].[K+:15].[K+:16].[Na+:9].[O:22]=[CH:23][N:24]([CH3:25])[CH3:26].[OH2:27]>>[Br:1][c:2]1[cH:3][cH:4][c:5]([O:8][CH2:18][CH2:19][O:20][CH3:21])[cH:6][cH:7]1. The reactants are FC=1C=CC2=C(NC(=N2)CN(S(=O)(=O)C2=C(C=C(C=C2C)OC)C)C)C1C(=O)OCC (Ethyl 6-fluoro-2-((4-methoxy-N,2,6-trimethylphenylsulfonamido)methyl)-1H-benzo[d]imidazole-7-carboxylate), [Li+].[OH-] (LiOH). Run in C1CCOC1.O (THF H2O). Yields the product FC=1C=CC2=C(NC(=N2)CN(S(=O)(=O)C2=C(C=C(C=C2C)OC)C)C)C1C(=O)O (6-fluoro-2-((4-methoxy-N,2,6-trimethylphenyl-sulfonamido)methyl)-1H-benzo[d]imidazole-7-carboxylic acid). Yield: 20.0%. Reaction SMILES: [F:1][C:2]1[CH:3]=[CH:4][C:5]2[N:9]=[C:8]([CH2:10][N:11]([CH3:25])[S:12]([C:15]3[C:20]([CH3:21])=[CH:19][C:18]([O:22][CH3:23])=[CH:17][C:16]=3[CH3:24])(=[O:14])=[O:13])[NH:7][C:6]=2[C:26]=1[C:27]([O:29]CC)=[O:28].[Li+].[OH-]>C1COCC1.O>[F:1][C:2]1[CH:3]=[CH:4][C:5]2[N:9]=[C:8]([CH2:10][N:11]([CH3:25])[S:12]([C:15]3[C:20]([CH3:21])=[CH:19][C:18]([O:22][CH3:23])=[CH:17][C:16]=3[CH3:24])(=[O:14])=[O:13])[NH:7][C:6]=2[C:26]=1[C:27]([OH:29])=[O:28] |f:1.2,3.4|. Procedure details: Ethyl 6-fluoro-2-((4-methoxy-N,2,6-trimethylphenylsulfonamido)methyl)-1H-benzo[d]imidazole-7-carboxylate (F-20) (2.4 mmol, 1 eq.) was hydrolysed with LiOH in THF/H2O (1:1). After the hydrolysis, the solvent was removed completely from the reaction mixture in vacuo and the residue was taken up in water and washed with ethyl acetate. The aqueous phase was adjusted to pH=4 and then extracted with ethyl acetate. The free acid 6-fluoro-2-((4-methoxy-N,2,6-trimethylphenyl-sulfonamido)methyl)-1H-benzo[... Reactants: FC=1C=C2C(C(=CN(C2=CC1F)[C@H]1[C@H](C1)F)C(=O)O)=O (6,7-difluoro-1-((1R,2S)-2-fluorocyclopropyl)-1,4-dihydro-4-oxo-3-quinolinecarboxylic acid), [C@H]12OCCN[C@H]2CNC1 ((1S,6S)-2-oxa-5,8-diazabicyclo[4.3.0]nonane). Product: FC=1C=C2C(C(=CN(C2=CC1N1C[C@@H]2NCCO[C@H]2C1)[C@H]1[C@H](C1)F)C(=O)O)=O (6-Fluoro-1-((1R,2S)-2-fluorocyclopropyl)-7-((1S,6S)-2-oxa-5,8-diazabicyclo[4.3.0]nonan-8-yl)-1,4-dihydro-4-oxo-3-quinolinecarboxylic Acid). RXN SMILES: [F:1][C:2]1[CH:3]=[C:4]2[C:9](=[CH:10][C:11]=1F)[N:8]([C@@H:13]1[CH2:15][C@@H:14]1[F:16])[CH:7]=[C:6]([C:17]([OH:19])=[O:18])[C:5]2=[O:20].[C@H:21]12[CH2:29][NH:28][CH2:27][C@@H:26]1[NH:25][CH2:24][CH2:23][O:22]2>>[F:1][C:2]1[CH:3]=[C:4]2[C:9](=[CH:10][C:11]=1[N:28]1[CH2:29][C@H:21]3[C@@H:26]([NH:25][CH2:24][CH2:23][O:22]3)[CH2:27]1)[N:8]([C@@H:13]1[CH2:15][C@@H:14]1[F:16])[CH:7]=[C:6]([C:17]([OH:19])=[O:18])[C:5]2=[O:20]. Procedure: The title compound is prepared analogously to the procedure of Example 8 by reaction of 6,7-difluoro-1-((1R,2S)-2-fluorocyclopropyl)-1,4-dihydro-4-oxo-3-quinolinecarboxylic acid with (1S,6S)-2-oxa-5,8-diazabicyclo[4.3.0]nonane. The reactants are [BH4-], COc1ccc(C=NCC(OC)OC)c(OC)c1OC, COc1ccc(CNCC(OC)OC)cc1OC, CCO, [Na+]. Product: COc1ccc(CNCC(OC)OC)c(OC)c1OC. RXN SMILES: [BH4-:21].[CH3:1][O:2][c:3]1[c:4]([CH:5]=[N:6][CH2:7][CH:8]([O:9][CH3:10])[O:11][CH3:12])[cH:13][cH:14][c:15]([O:19][CH3:20])[c:16]1[O:17][CH3:18].[CH3:23][O:24][c:25]1[cH:26][c:27]([CH2:33][NH:34][CH2:35][CH:36]([O:37][CH3:38])[O:39][CH3:40])[cH:28][cH:29][c:30]1[O:31][CH3:32].[CH3:41][CH2:42][OH:43].[Na+:22]>>[CH3:1][O:2][c:3]1[c:4]([CH2:5][NH:6][CH2:7][CH:8]([O:9][CH3:10])[O:11][CH3:12])[cH:13][cH:14][c:15]([O:19][CH3:20])[c:16]1[O:17][CH3:18].